Dataset: the Open Reaction Database (ORD), a public repository of structured organic reaction records. Task: describe an organic reaction: reactants, conditions, products, and yield Reactants: ClCCCl, CS(C)=O, O=C(O)C1CCCCC1, On1nnc2ccccc21, Nc1c[nH]nc1-c1nc2ccccc2[nH]1. The product is O=C(Nc1c[nH]nc1-c1nc2ccccc2[nH]1)C1CCCCC1. Reaction SMILES: [CH2:25]([Cl:26])[CH2:27][Cl:28].[CH3:39][S:40]([CH3:41])=[O:42].[OH:1][C:2](=[O:3])[CH:4]1[CH2:5][CH2:6][CH2:7][CH2:8][CH2:9]1.[OH:29][n:30]1[c:31]2[c:32]([cH:33][cH:34][cH:35][cH:36]2)[n:37][n:38]1.[nH:10]1[c:11](-[c:19]2[n:20][nH:21][cH:22][c:23]2[NH2:24])[n:12][c:13]2[c:14]1[cH:15][cH:16][cH:17][cH:18]2>>[C:2](=[O:3])([CH:4]1[CH2:5][CH2:6][CH2:7][CH2:8][CH2:9]1)[NH:24][c:23]1[c:19](-[c:11]2[n:10][c:14]3[c:13]([nH:12]2)[cH:18][cH:17][cH:16][cH:15]3)[n:20][nH:21][cH:22]1. Starting materials: N#Cc1cc(F)c(F)c(F)c1F, [Li+], [Li+], O=C([O-])[O-], CC1NCCC1C(C)(C)O. Yields the product CC1C(C(C)(C)O)CCN1c1c(F)cc(C#N)c(F)c1F. As a reaction SMILES: [F:1][c:2]1[c:3]([C:4]#[N:5])[cH:6][c:7]([F:12])[c:8]([F:11])[c:9]1[F:10].[Li+:23].[Li+:24].[O-:25][C:26](=[O:27])[O-:28].[OH:13][C:14]([CH3:15])([CH3:16])[CH:17]1[CH:18]([CH3:22])[NH:19][CH2:20][CH2:21]1>>[F:1][c:2]1[c:3]([C:4]#[N:5])[cH:6][c:7]([F:12])[c:8]([N:19]2[CH:18]([CH3:22])[CH:17]([C:14]([OH:13])([CH3:15])[CH3:16])[CH2:21][CH2:20]2)[c:9]1[F:10].